From a dataset of the Open Reaction Database (ORD), a public repository of structured organic reaction records. describe an organic reaction: reactants, conditions, products, and yield Starting materials: CN(CC(CN(C)C(=O)OC(C)(C)C)O[Si](C)(C)C(C)(C)C)C(=O)OC(C)(C)C, CO, Cl, [Na+], O=C([O-])O. Yields the product CN(CC(O)CN(C)C(=O)OC(C)(C)C)C(=O)OC(C)(C)C. As a reaction SMILES: [C:1]([Si:2]([CH3:3])([CH3:4])[O:6][CH:7]([CH2:8][N:9]([C:10]([O:11][C:12]([CH3:13])([CH3:14])[CH3:15])=[O:16])[CH3:17])[CH2:18][N:19]([C:20]([O:21][C:22]([CH3:23])([CH3:24])[CH3:25])=[O:26])[CH3:27])([CH3:5])([CH3:28])[CH3:29].[CH3:36][OH:37].[ClH:30].[Na+:35].[O-:31][C:32]([OH:33])=[O:34]>>[OH:6][CH:7]([CH2:8][N:9]([C:10]([O:11][C:12]([CH3:13])([CH3:14])[CH3:15])=[O:16])[CH3:17])[CH2:18][N:19]([C:20]([O:21][C:22]([CH3:23])([CH3:24])[CH3:25])=[O:26])[CH3:27]. Starting materials: FC(C1(NCCC2=C1OC1=C2C=CC(=C1)I)C)F (1-difluoromethyl-7-iodo-1-methyl-1,2,3,4-tetrahydro-benzofuro[2,3-C]pyridine), FC1=C(C=CC=C1F)S[Si](C(C)C)(C(C)C)C(C)C ((2,3-difluorophenylsulfanyl)-triisopropylsilane), [F-].[Cs+] (CsF), C(CO)O (ethylene glycol), CN(C)C=O (DMF). The reagents and catalysts are [Cu]I (CuI). Reaction conditions: temperature 105 celsius. Yields the product FC(C1(NCCC2=C1OC1=C2C=CC(=C1)SC1=C(C(=CC=C1)F)F)C)F (1-(Difluoromethyl)-7-[(2,3-difluorophenyl)sulfanyl]-1-methyl-1,2,3,4-tetrahydro[1]benzofuro[2,3-c]pyridine). Isolated yield 135.5%. Reaction SMILES: [F:1][CH:2]([F:18])[C:3]1([CH3:17])[C:8]2[O:9][C:10]3[CH:15]=[C:14](I)[CH:13]=[CH:12][C:11]=3[C:7]=2[CH2:6][CH2:5][NH:4]1.[F:19][C:20]1[C:25]([F:26])=[CH:24][CH:23]=[CH:22][C:21]=1[S:27][Si](C(C)C)(C(C)C)C(C)C.[F-].[Cs+].C(O)CO.CN(C=O)C>[Cu]I>[F:1][CH:2]([F:18])[C:3]1([CH3:17])[C:8]2[O:9][C:10]3[CH:15]=[C:14]([S:27][C:21]4[CH:22]=[CH:23][CH:24]=[C:25]([F:26])[C:20]=4[F:19])[CH:13]=[CH:12][C:11]=3[C:7]=2[CH2:6][CH2:5][NH:4]1 |f:2.3|. Reported procedure: Into a Schlenk flask equipped with a magnetic stir bar was added 1-difluoromethyl-7-iodo-1-methyl-1,2,3,4-tetrahydro-benzofuro[2,3-C]pyridine (enantiomer 1, 100 mg, 0.30 mmol), (2,3-difluorophenylsulfanyl)-triisopropylsilane (125 mg, 0.43 mmol), CsF (189 mg, 1.24 mmol), CuI (25 mg, 0.13 mmol), ethylene glycol (85 μL, 1.5 mmol) and anhydrous DMF (3 mL, 0.30 mmol). The Schlenck flask was evacuated and flushed with argon three times. The reaction mixture was heated at 105° C. under argon for 17 h. ... Starting materials: ClC=1C=C(C=CC1Cl)C=1SC=C(C1O)C(=O)C (2-(3,4-dichlorophenyl)-3-hydroxy-4-methylcarbonylthiophene), N(N)C(=S)NC1=CC(=C(C(=O)O)C=C1)Cl (4-hydrazinocabonothioylamino-2-chlorobenzoic acid). The product is ClC=1C=C(C=CC1Cl)C1=C(C(=CS1)C(C)=NNC(=S)NC1=CC(=C(C(=O)O)C=C1)Cl)O (4-{[(2-{1-[5-(3,4-dichlorophenyl)-4-hydroxy-3-thienyl]ethylidene}hydrazino)-carbonothioyl]amino}-2-chlorobenzoic acid). As a reaction SMILES: [Cl:1][C:2]1[CH:3]=[C:4]([C:9]2[S:10][CH:11]=[C:12]([C:15]([CH3:17])=O)[C:13]=2[OH:14])[CH:5]=[CH:6][C:7]=1[Cl:8].[NH:18]([C:20]([NH:22][C:23]1[CH:31]=[CH:30][C:26]([C:27]([OH:29])=[O:28])=[C:25]([Cl:32])[CH:24]=1)=[S:21])[NH2:19]>>[Cl:1][C:2]1[CH:3]=[C:4]([C:9]2[S:10][CH:11]=[C:12]([C:15](=[N:19][NH:18][C:20]([NH:22][C:23]3[CH:31]=[CH:30][C:26]([C:27]([OH:29])=[O:28])=[C:25]([Cl:32])[CH:24]=3)=[S:21])[CH3:17])[C:13]=2[OH:14])[CH:5]=[CH:6][C:7]=1[Cl:8]. Procedure details: From 2-(3,4-dichlorophenyl)-3-hydroxy-4-methylcarbonylthiophene (50 mg, 0.17 mmol) and 4-hydrazinocabonothioylamino-2-chlorobenzoic acid (42.8 mg, 0.17 mmol), the desired product was obtained in the same manner as in Synthetic Example 50 as a pale yellow solid (61.1 mg, yield 68%). Reactants: BrC=1N=C2C(=NC1)N(C=C2C(=O)NC(C)(C)C)COCC[Si](C)(C)C (2-bromo-N-tert-butyl-5-((2-(trimethylsilyl)ethoxy)methyl)-5H-pyrrolo[2,3-b]pyrazine-7-carboxamide), CS(=O)(=O)C1=CC=C(C=N1)N (6-(methylsulfonyl)pyridin-3-amine), CC1(C2=C(C(=CC=C2)P(C3=CC=CC=C3)C4=CC=CC=C4)OC5=C(C=CC=C51)P(C6=CC=CC=C6)C7=CC=CC=C7)C (xantphos), C([O-])([O-])=O.[Cs+].[Cs+] (cesium carbonate). Reagents/catalysts: C=1C=CC(=CC1)/C=C/C(=O)/C=C/C2=CC=CC=C2.C=1C=CC(=CC1)/C=C/C(=O)/C=C/C2=CC=CC=C2.C=1C=CC(=CC1)/C=C/C(=O)/C=C/C2=CC=CC=C2.[Pd].[Pd] (Pd2(dba)3). The solvent is O1CCOCC1 (dioxane). Conditions: temperature 150 celsius. Product: C(C)(C)(C)NC(=O)C1=CN(C2=NC=C(N=C21)NC=2C=NC(=CC2)S(=O)(=O)C)COCC[Si](C)(C)C (N-tert-butyl-2-(6-(methylsulfonyl)pyridin-3-ylamino)-5-((2-(trimethylsilyl)ethoxy)methyl)-5H-pyrrolo[2,3-b]pyrazine-7-carboxamide). Yield: 53.3%. Reaction SMILES: Br[C:2]1[N:3]=[C:4]2[C:10]([C:11]([NH:13][C:14]([CH3:17])([CH3:16])[CH3:15])=[O:12])=[CH:9][N:8]([CH2:18][O:19][CH2:20][CH2:21][Si:22]([CH3:25])([CH3:24])[CH3:23])[C:5]2=[N:6][CH:7]=1.[CH3:26][S:27]([C:30]1[N:35]=[CH:34][C:33]([NH2:36])=[CH:32][CH:31]=1)(=[O:29])=[O:28].CC1(C)C2C(=C(P(C3C=CC=CC=3)C3C=CC=CC=3)C=CC=2)OC2C(P(C3C=CC=CC=3)C3C=CC=CC=3)=CC=CC1=2.C(=O)([O-])[O-].[Cs+].[Cs+]>O1CCOCC1.C1C=CC(/C=C/C(/C=C/C2C=CC=CC=2)=O)=CC=1.C1C=CC(/C=C/C(/C=C/C2C=CC=CC=2)=O)=CC=1.C1C=CC(/C=C/C(/C=C/C2C=CC=CC=2)=O)=CC=1.[Pd].[Pd]>[C:14]([NH:13][C:11]([C:10]1[C:4]2[C:5](=[N:6][CH:7]=[C:2]([NH:36][C:33]3[CH:34]=[N:35][C:30]([S:27]([CH3:26])(=[O:29])=[O:28])=[CH:31][CH:32]=3)[N:3]=2)[N:8]([CH2:18][O:19][CH2:20][CH2:21][Si:22]([CH3:25])([CH3:24])[CH3:23])[CH:9]=1)=[O:12])([CH3:17])([CH3:16])[CH3:15] |f:3.4.5,7.8.9.10.11|. Procedure: A mixture of 2-bromo-N-tert-butyl-5-((2-(trimethylsilyl)ethoxy)methyl)-5H-pyrrolo[2,3-b]pyrazine-7-carboxamide (150 mg, 351 μmol), 6-(methylsulfonyl)pyridin-3-amine (90.7 mg, 526 μmol), xantphos (60.9 mg, 105 μmol), Pd2(dba)3 (32.1 mg, 35.1 μmol) and cesium carbonate (229 mg, 702 μmol) in dioxane (2.4 mL) was heated in a microwave at 150° C. for 20 min. The mixture was cooled then filtered through a pad of celite. The filtrate was concentrated in vacuo then purified by chromatography (silica, 20... Starting materials: NC1=C(C(=CC(=C1N1C(C2C(C1=O)CCC=C2)=O)F)Cl)O (2-amino-6-chloro-4-fluoro-3-(tetrahydrophthalimido)phenol), C(C#C)Br (propargyl bromide), C([O-])([O-])=O.[K+].[K+] (potassium carbonate). Run in C(C)#N (acetonitrile). Product: NC1=C(C(=CC(=C1OCC#C)Cl)F)N1C(C2C(C1=O)CCC=C2)=O (N-(2-amino-4-chloro-6-fluoro-3-propargyloxyphenyl)tetrahydrophthalimide). As a reaction SMILES: [NH2:1][C:2]1[C:7]([N:8]2[C:12](=[O:13])[CH:11]3[CH2:14][CH2:15][CH:16]=[CH:17][CH:10]3[C:9]2=[O:18])=[C:6]([F:19])[CH:5]=[C:4]([Cl:20])[C:3]=1[OH:21].[CH2:22](Br)[C:23]#[CH:24].C(=O)([O-])[O-].[K+].[K+]>C(#N)C>[NH2:1][C:2]1[C:3]([O:21][CH2:24][C:23]#[CH:22])=[C:4]([Cl:20])[CH:5]=[C:6]([F:19])[C:7]=1[N:8]1[C:12](=[O:13])[CH:11]2[CH2:14][CH2:15][CH:16]=[CH:17][CH:10]2[C:9]1=[O:18] |f:2.3.4|. Reported procedure: A mixture of 2-amino-6-chloro-4-fluoro-3-(tetrahydrophthalimido)phenol (0.31 g), propargyl bromide (0.2 ml), potassium carbonate (0.14 g), and acetonitrile (5 ml) was heated under reflux for 0.5 hr. The solvent and excess reagent were removed under reduced pressure. The residue was purified by a silica gel column, eluted with ethyl acetate to give the title product (0.2 g). Starting materials: O=C([O-])O, CN1c2ccccc2Sc2c(C=O)cccc21, CO, CCOCC, CCOC(OCC)OCC, [Na+], Cc1ccc(S(=O)(=O)O)cc1. Product: CCOC(OCC)c1cccc2c1Sc1ccccc1N2C. RXN SMILES: [C:39](=[O:40])([O-:41])[OH:42].[CH3:11][N:12]1[c:13]2[cH:14][cH:15][cH:16][cH:17][c:18]2[S:19][c:20]2[c:21]([CH:26]=[O:27])[cH:22][cH:23][cH:24][c:25]21.[CH3:44][OH:45].[CH3:46][CH2:47][O:48][CH2:49][CH3:50].[CH:1]([O:2][CH2:3][CH3:4])([O:5][CH2:6][CH3:7])[O:8][CH2:9][CH3:10].[Na+:43].[c:28]1([CH3:29])[cH:30][cH:31][c:32]([S:33]([OH:34])(=[O:35])=[O:36])[cH:37][cH:38]1>>[CH:1]([O:5][CH2:6][CH3:7])([O:8][CH2:9][CH3:10])[c:21]1[c:20]2[c:25]([cH:24][cH:23][cH:22]1)[N:12]([CH3:11])[c:13]1[cH:14][cH:15][cH:16][cH:17][c:18]1[S:19]2. Starting materials: ICOCI (iodomethyl ether), C([N+](=O)[O-])([N+](=O)[O-])[N+](=O)[O-] (nitroform), ice water, C([N+](=O)[O-])([N+](=O)[O-])[N+](=O)[O-] (nitroform), ClC(C)Cl (1,1-dichloroethane), 1,1,2-dichloroethane, C[Si](OCCOCI)(C)C (iodomethyl 2-(trimethylsilyloxy)ethyl ether). The solvent is CN(C=O)C (dimethylformamide), ClCCCl (1,2-dichloroethane), C(Cl)Cl (methylene chloride). Product: OCCOCC([N+](=O)[O-])([N+](=O)[O-])[N+](=O)[O-] (2,2,2-trinitroethyl 2-hydroxyethyl ether). RXN SMILES: [CH:1]([N+:8]([O-:10])=[O:9])([N+:5]([O-:7])=[O:6])[N+:2]([O-:4])=[O:3].ClC(Cl)C.C[Si](C)(C)[O:17][CH2:18][CH2:19][O:20][CH2:21]I.ICOCI>CN(C)C=O.ClCCCl.C(Cl)Cl>[OH:17][CH2:18][CH2:19][O:20][CH2:21][C:1]([N+:8]([O-:10])=[O:9])([N+:5]([O-:7])=[O:6])[N+:2]([O-:4])=[O:3]. Reported procedure: As illustrated by example 3, a dry solution of nitroform in a suitable inert organic solvent such as methylene chloride, 1,1-dichloroethane, 1,2-dichloroethane, 1,1,2-dichloroethane, etc., is added slowly to the iodomethyl 2-(trimethylsilyloxy)ethyl ether solution while the temperature of the solution is maintained in the range of from -50° C. to -80° C., and preferably from -70° C. to -80° C. Next, dry dimethylformamide is added to ionize the nitroform so that it will react with the iodomethyl ...